From a dataset of the Open Reaction Database (ORD), a public repository of structured organic reaction records. describe an organic reaction: reactants, conditions, products, and yield Reaction SMILES: [CH2:1]([CH3:2])[O:3][C:4]([CH:5]([CH2:6][CH:7]([CH3:8])[CH3:9])[c:10]1[cH:11][c:12]([C:19]([F:20])([F:21])[F:22])[c:13]([N+:16]([O-:17])=[O:18])[cH:14][cH:15]1)=[O:23].[CH3:28][CH2:29][OH:30].[OH2:27].[Sn:24]([Cl:25])[Cl:26]>>[CH2:1]([CH3:2])[O:3][C:4]([CH:5]([CH2:6][CH:7]([CH3:8])[CH3:9])[c:10]1[cH:11][c:12]([C:19]([F:20])([F:21])[F:22])[c:13]([NH2:16])[cH:14][cH:15]1)=[O:23]. Product: CCOC(=O)C(CC(C)C)c1ccc(N)c(C(F)(F)F)c1. The reactants are CCOC(=O)C(CC(C)C)c1ccc([N+](=O)[O-])c(C(F)(F)F)c1, CCO, O, Cl[Sn]Cl.